Dataset: the Open Reaction Database (ORD), a public repository of structured organic reaction records. Task: describe an organic reaction: reactants, conditions, products, and yield Reactants: BrC1=CC=C(C=C1)C(CC(=O)O)C1=C(C=CC=C1)C(F)(F)F (3-(4-bromo-phenyl)-3-(2-trifluoromethyl-phenyl)-propionic acid), Cl.CNOC (N,O-dimethylhydroxylamine hydrochloride). Product: BrC1=CC=C(C=C1)C(CC(=O)N(C)OC)C1=C(C=CC=C1)C(F)(F)F (3-(4-Bromo-phenyl)-N-methoxy-N-methyl-3-(2-trifluoromethyl-phenyl)-propionamide). Reaction SMILES: [Br:1][C:2]1[CH:7]=[CH:6][C:5]([CH:8]([C:13]2[CH:18]=[CH:17][CH:16]=[CH:15][C:14]=2[C:19]([F:22])([F:21])[F:20])[CH2:9][C:10](O)=[O:11])=[CH:4][CH:3]=1.Cl.[CH3:24][NH:25][O:26][CH3:27]>>[Br:1][C:2]1[CH:3]=[CH:4][C:5]([CH:8]([C:13]2[CH:18]=[CH:17][CH:16]=[CH:15][C:14]=2[C:19]([F:20])([F:21])[F:22])[CH2:9][C:10]([N:25]([O:26][CH3:27])[CH3:24])=[O:11])=[CH:6][CH:7]=1 |f:1.2|. Reported procedure: In analogy to example 74, step 4, from 3-(4-bromo-phenyl)-3-(2-trifluoromethyl-phenyl)-propionic acid and N,O-dimethylhydroxylamine hydrochloride was prepared the title compound as a brown viscous oil, MS (ESI+): m/z=416.2 ([M+H]+, 1Br). Starting materials: CC(=O)OC(C)=O, Oc1ccc(Oc2ccccc2)cc1, c1ccncc1. Product: CC(=O)Oc1ccc(Oc2ccccc2)cc1. RXN SMILES: [CH3:15][C:16](=[O:17])[O:18][C:19](=[O:20])[CH3:21].[O:1]([c:2]1[cH:3][cH:4][cH:5][cH:6][cH:7]1)[c:8]1[cH:9][cH:10][c:11]([OH:14])[cH:12][cH:13]1.[cH:22]1[cH:23][cH:24][n:25][cH:26][cH:27]1>>[O:1]([c:2]1[cH:3][cH:4][cH:5][cH:6][cH:7]1)[c:8]1[cH:9][cH:10][c:11]([O:14][C:16]([CH3:15])=[O:17])[cH:12][cH:13]1. Starting materials: C(C)(C)(C)OC(=O)N1[C@@H](CCC1)CC(=O)O ((S)-2-carboxymethyl-pyrrolidine-1-carboxylic acid tert-butyl ester), C(C)#N (acetonitrile), C(C)(C)N(C(C)C)CC (N,N-diisopropylethylamine), C[Si](C)(C)C=[N+]=[N-] (Trimethylsilyldiazomethane). Solvent: CO (methanol), C(C)(=O)OCC (ethyl acetate). Conditions: time 24 hour. The product is C(C)(C)(C)OC(=O)N1[C@@H](CCC1)CC(=O)OC ((S)-2-Methoxycarbonylmethyl-pyrrolidine-1-carboxylic acid tert-butyl ester). As a reaction SMILES: [C:1]([O:5][C:6]([N:8]1[CH2:12][CH2:11][CH2:10][C@H:9]1[CH2:13][C:14]([OH:16])=[O:15])=[O:7])([CH3:4])([CH3:3])[CH3:2].[C:17](#N)C.C(N(CC)C(C)C)(C)C.C[Si](C=[N+]=[N-])(C)C>CO.C(OCC)(=O)C>[C:1]([O:5][C:6]([N:8]1[CH2:12][CH2:11][CH2:10][C@H:9]1[CH2:13][C:14]([O:16][CH3:17])=[O:15])=[O:7])([CH3:4])([CH3:2])[CH3:3]. Procedure: A solution of (S)-2-carboxymethyl-pyrrolidine-1-carboxylic acid tert-butyl ester (2.00 g) in methanol (1.32 ml)/acetonitrile (40 ml) was treated with N,N-diisopropylethylamine (1.78 ml). Trimethylsilyldiazomethane, (2M, 8.73 ml) was added dropwise and the resulting mixture was stirred at room temperature, under argon for 24 h. The mixture was diluted with ethyl acetate, washed with 2M HCl, saturated aqueous sodium hydrodgen carbonate, brine then dried (magnesium sulfate). The solvent was removed...